From a dataset of the Open Reaction Database (ORD), a public repository of structured organic reaction records. describe an organic reaction: reactants, conditions, products, and yield Reactants: C1(=CC=CC=C1)C1=C(CBr)C=CC=C1 (2-phenylbenzyl bromide), C1(=CC=CC=C1)CN1CC(OCC1)C(=O)C1CCOCC1 ([4-(Phenylmethyl)morpholin-2-yl](tetrahydro-2H-pyran-4-yl)methanone), C1(=CC=CC=C1)C1=C(C[Mg]Br)C=CC=C1 (2-phenyl benzyl magnesium bromide), C1(=CC=CC=C1)C1=C(C[Mg]Br)C=CC=C1 (2-phenyl benzyl magnesium bromide). Run at time 8 hour. Yields the product C1(=CC=CC=C1)C1=C(C[Mg]Br)C=CC=C1 (2-Phenylbenzyl magnesium bromide), C1(=C(C=CC=C1)CC(O)(C1CCOCC1)C1CN(CCO1)CC1=CC=CC=C1)C1=CC=CC=C1 (2-[1,1′Biphenyl]-2-yl-1-[4-(phenylmethyl)morpholin-2-yl]-1-tetrahydro-2H-pyran-4-ylethanol), solid. Yield: 68.0%. RXN SMILES: [C:1]1([CH2:7][N:8]2[CH2:13][CH2:12][O:11][CH:10]([C:14]([CH:16]3[CH2:21][CH2:20][O:19][CH2:18][CH2:17]3)=[O:15])[CH2:9]2)[CH:6]=[CH:5][CH:4]=[CH:3][CH:2]=1.[C:22]1([C:28]2[CH:36]=[CH:35][CH:34]=[CH:33][C:29]=2[CH2:30][Mg:31][Br:32])[CH:27]=[CH:26][CH:25]=[CH:24][CH:23]=1.[C:37]1([C:43]2[CH:50]=[CH:49][CH:48]=[CH:47][C:44]=2[CH2:45]Br)[CH:42]=[CH:41][CH:40]=[CH:39][CH:38]=1>>[C:22]1([C:28]2[CH:36]=[CH:35][CH:34]=[CH:33][C:29]=2[CH2:30][Mg:31][Br:32])[CH:23]=[CH:24][CH:25]=[CH:26][CH:27]=1.[C:43]1([C:37]2[CH:38]=[CH:39][CH:40]=[CH:41][CH:42]=2)[CH:50]=[CH:49][CH:48]=[CH:47][C:44]=1[CH2:45][C:14]([CH:10]1[O:11][CH2:12][CH2:13][N:8]([CH2:7][C:1]2[CH:2]=[CH:3][CH:4]=[CH:5][CH:6]=2)[CH2:9]1)([CH:16]1[CH2:21][CH2:20][O:19][CH2:18][CH2:17]1)[OH:15]. Reported procedure: Compound 55 is prepared from 8 (0.56 g, 1.94 mmol) and 2-phenyl benzyl magnesium bromide solution (0.25 M solution in diethyl ether, 9.31 mL, 2,33 mmol, 1.2 eq) following General Procedure 2. 2-Phenylbenzyl magnesium bromide is prepared from commercially available (Aldrich) 2-phenylbenzyl bromide following General Procedure 5. Further 2-phenyl benzyl magnesium bromide solution (1 mL) is added and the reaction left under stirring overnight. Purification by ion exchange chromatography gives 55 as ... Reactants: [H][H] (hydrogen), C(C(C)C)OC(C1=C(C=C(C=C1)[N+](=O)[O-])[N+](=O)[O-])=O (isobutyl-2,4-dinitrobenzoate), [H][H] (Hydrogen). Reagents/catalysts: [Pd] (palladium on carbon). Solvent: CO (methanol). Product: C(C(C)C)OC(C1=C(C=C(C=C1)N)N)=O (isobutyl-2,4-diaminobenzoate). Yield: 81.6%. As a reaction SMILES: [CH2:1]([O:5][C:6](=[O:19])[C:7]1[CH:12]=[CH:11][C:10]([N+:13]([O-])=O)=[CH:9][C:8]=1[N+:16]([O-])=O)[CH:2]([CH3:4])[CH3:3].[H][H]>[Pd].CO>[CH2:1]([O:5][C:6](=[O:19])[C:7]1[CH:12]=[CH:11][C:10]([NH2:13])=[CH:9][C:8]=1[NH2:16])[CH:2]([CH3:4])[CH3:3]. Reported procedure: A 500 ml Parr Shaker was charged with 80.0 g of isobutyl-2,4-dinitrobenzoate, 200 ml methanol, and 3.0 g of a 5% palladium on carbon/50% water catalyst. The mixture was hydrogenated at 50 psi hydrogen pressure while maintaining the temperature below 50° C. Hydrogen uptake cease after 4 hrs. The mixture was cooled, filtered and the methanol removed under reduced pressure. The remaining solid was washed with toluene, filtered and dried to give 50.7 g of isobutyl-2,4-diaminobenzoate, a light tan so...